Dataset: the Open Reaction Database (ORD), a public repository of structured organic reaction records. Task: describe an organic reaction: reactants, conditions, products, and yield Starting materials: [Li]CCCC (n-BuLi), BrC1=CC=2C(C3=CC=CC=C3C2C=C1)(CCCCCCCC)CCCCCCCC (2-bromo-9,9-bis(n-octyl)fluorene), B(OC(C)C)(OC(C)C)OC(C)C (tri-iso-propyl borate). Solvent: C1CCOC1 (THF). Reaction conditions: time 1 hour. Yields the product C(CCCCCCC)C1(C2=CC=CC=C2C=2C=CC(=CC12)B(O)O)CCCCCCCC (9,9-Bis(n-octyl)fluoren-2-yl-boronic acid). Yield: 89.9%. RXN SMILES: [Li]CCCC.Br[C:7]1[CH:19]=[CH:18][C:17]2[C:16]3[C:11](=[CH:12][CH:13]=[CH:14][CH:15]=3)[C:10]([CH2:28][CH2:29][CH2:30][CH2:31][CH2:32][CH2:33][CH2:34][CH3:35])([CH2:20][CH2:21][CH2:22][CH2:23][CH2:24][CH2:25][CH2:26][CH3:27])[C:9]=2[CH:8]=1.[B:36](OC(C)C)([O:41]C(C)C)[O:37]C(C)C>C1COCC1>[CH2:20]([C:10]1([CH2:28][CH2:29][CH2:30][CH2:31][CH2:32][CH2:33][CH2:34][CH3:35])[C:9]2[CH:8]=[C:7]([B:36]([OH:41])[OH:37])[CH:19]=[CH:18][C:17]=2[C:16]2[C:11]1=[CH:12][CH:13]=[CH:14][CH:15]=2)[CH2:21][CH2:22][CH2:23][CH2:24][CH2:25][CH2:26][CH3:27]. Reported procedure: n-BuLi (2.5 M in hexane, 12.0 mL, 30.0 mmol) is slowly added to a solution of 2-bromo-9,9-bis(n-octyl)fluorene (12.0 g, 25.6 mmol) in anhydrous THF (50 mL) at −78° C. At this temperature, the reaction mixture is stirred for 1 h before adding tri-iso-propyl borate (9.0 mL, 7.34 g, 39.0 mmol). The resulting mixture is then warmed to room temperature, stirred overnight followed by quenching with 100 mL HCl (2.0 M), and poured into a large amount of water. After extraction with ethyl ether three tim... Reactants: [F-].[K+] (KF), C1(=CC=CC=C1)N1N=CCC1=O (2,4-dihydro-2-phenyl-3H-pyrazol-3-one), BrCN1S(C2=C(C1=O)C(=CC(=C2)OC)C(C)C)(=O)=O (2-bromomethyl-4-isopropyl-6-methoxy-1,2-benzisothiazol-3(2H)-one 1,1-dioxide). The solvent is CN(C)C=O (DMF). Yields the product C(C)(C)C1=CC(=CC2=C1C(N(S2(=O)=O)COC2=CC=NN2C2=CC=CC=C2)=O)OC (4-isopropyl-6-methoxy-2-(1-phenylpyrazol-5-yl-oxymethyl)-1,2-benzisothiazol-3(2H)-one 1,1-dioxide). Yield: 30.5%. As a reaction SMILES: [C:1]1([N:7]2[C:11](=[O:12])[CH2:10][CH:9]=[N:8]2)[CH:6]=[CH:5][CH:4]=[CH:3][CH:2]=1.[F-].[K+].Br[CH2:16][N:17]1[C:21](=[O:22])[C:20]2[C:23]([CH:29]([CH3:31])[CH3:30])=[CH:24][C:25]([O:27][CH3:28])=[CH:26][C:19]=2[S:18]1(=[O:33])=[O:32]>CN(C=O)C>[CH:29]([C:23]1[C:20]2[C:21](=[O:22])[N:17]([CH2:16][O:12][C:11]3[N:7]([C:1]4[CH:6]=[CH:5][CH:4]=[CH:3][CH:2]=4)[N:8]=[CH:9][CH:10]=3)[S:18](=[O:33])(=[O:32])[C:19]=2[CH:26]=[C:25]([O:27][CH3:28])[CH:24]=1)([CH3:31])[CH3:30] |f:1.2|. Procedure: To a mixture of 2,4-dihydro-2-phenyl-3H-pyrazol-3-one (378 mg; 2.36 mmol) in DMF (6 ml) was added under nitrogen at room temperature 249 mg (4.3 mmol) of KF with stirring followed by 2-bromomethyl-4-isopropyl-6-methoxy-1,2-benzisothiazol-3(2H)-one 1,1-dioxide (750 mg, 2.15 mmol). The resulting mixture was stirred at room temperature for 2 hours and then quenched with saturated ammonium chloride solution. The above mixture was extracted with ether (3×30 ml) and the organic layer was dried over ma... Reactants: F[B-](F)(F)F.C(C)OC(=CC=[N+](C)C)C(=O)OCC (N-(3-ethoxy-3-ethoxycarbonylpropenylidene)-N-methylmethanaminium tetrafluoroborate), CN(C=CC(C(=O)OC(C)(C)C)=O)C (t-butyl 4-dimethylamino-2-oxo-3-butenoate), F[B-](F)(F)F.C(C)[O+](CC)CC (triethyloxonium tetrafluoroborate). Reported procedure: The procedure is as in Example 2 for the preparation of N-(3-ethoxy-3-ethoxycarbonylpropenylidene)-N-methylmethanaminium tetrafluoroborate, starting with t-butyl 4-dimethylamino-2-oxo-3-butenoate (3.3 g) and triethyloxonium tetrafluoroborate (3.62 g) in dichloromethane (20 cc). The solution of N-(3-ethoxy-3-t-butyloxycarbonylpropenylidene)-N-methylmethanaminium tetrafluoroborate in methylene chloride thereby obtained is stored under an argon atmosphere and used immediately in the subsequent synt... Run in C(Cl)Cl (methylene chloride), ClCCl (dichloromethane). Yields the product F[B-](F)(F)F.C(C)OC(=CC=[N+](C)C)C(=O)OC(C)(C)C (N-(3-ethoxy-3-t-butyloxycarbonylpropenylidene)-N-methylmethanaminium tetrafluoroborate). Reaction SMILES: [F:1][B-:2]([F:5])([F:4])[F:3].[CH2:6](OC(C(OCC)=O)=CC=[N+](C)C)[CH3:7].[CH3:20][N:21]([CH3:33])[CH:22]=[CH:23][C:24](=[O:32])[C:25]([O:27][C:28]([CH3:31])([CH3:30])[CH3:29])=[O:26].F[B-](F)(F)F.C([O+](CC)CC)C>ClCCl>[F:1][B-:2]([F:5])([F:4])[F:3].[CH2:6]([O:32][C:24]([C:25]([O:27][C:28]([CH3:30])([CH3:29])[CH3:31])=[O:26])=[CH:23][CH:22]=[N+:21]([CH3:20])[CH3:33])[CH3:7] |f:0.1,3.4,6.7|. Starting materials: CC(C)(O)c1ccc(Br)nc1, O=C([O-])[O-], CCC(C)(C)O, [K+], [K+], NC(=O)c1nc(-c2ccc(N3CCOCC3)nc2)sc1N, O=C(C=Cc1ccccc1)C=Cc1ccccc1, O=C(C=Cc1ccccc1)C=Cc1ccccc1, O=C(C=Cc1ccccc1)C=Cc1ccccc1, [Pd], [Pd]. Yields the product CC(C)(O)c1ccc(Nc2sc(-c3ccc(N4CCOCC4)nc3)nc2C(N)=O)nc1. Reaction SMILES: [Br:22][c:23]1[cH:24][cH:25][c:26]([C:29]([CH3:30])([CH3:31])[OH:32])[cH:27][n:28]1.[C:33](=[O:34])([O-:35])[O-:36].[C:39]([OH:40])([CH2:41][CH3:42])([CH3:43])[CH3:44].[K+:37].[K+:38].[NH2:1][c:2]1[c:3]([C:19](=[O:20])[NH2:21])[n:4][c:5](-[c:7]2[cH:8][n:9][c:10]([N:13]3[CH2:14][CH2:15][O:16][CH2:17][CH2:18]3)[cH:11][cH:12]2)[s:6]1.[O:47]=[C:48]([CH:49]=[CH:50][c:51]1[cH:52][cH:53][cH:54][cH:55][cH:56]1)[CH:57]=[CH:58][c:59]1[cH:60][cH:61][cH:62][cH:63][cH:64]1.[O:65]=[C:66]([CH:67]=[CH:68][c:69]1[cH:70][cH:71][cH:72][cH:73][cH:74]1)[CH:75]=[CH:76][c:77]1[cH:78][cH:79][cH:80][cH:81][cH:82]1.[O:83]=[C:84]([CH:85]=[CH:86][c:87]1[cH:88][cH:89][cH:90][cH:91][cH:92]1)[CH:93]=[CH:94][c:95]1[cH:96][cH:97][cH:98][cH:99][cH:100]1.[Pd:45].[Pd:46]>>[NH:1]([c:2]1[c:3]([C:19](=[O:20])[NH2:21])[n:4][c:5](-[c:7]2[cH:8][n:9][c:10]([N:13]3[CH2:14][CH2:15][O:16][CH2:17][CH2:18]3)[cH:11][cH:12]2)[s:6]1)[c:23]1[cH:24][cH:25][c:26]([C:29]([CH3:30])([CH3:31])[OH:32])[cH:27][n:28]1. Reactants: Br, CC(=O)O, COc1ccc(C2CC(C)CNC2C)cc1, N. Yields the product CC1CNC(C)C(c2ccc(O)cc2)C1. Reaction SMILES: [BrH:17].[CH3:19][C:20](=[O:21])[OH:22].[CH3:1][CH:2]1[NH:3][CH2:4][CH:5]([CH3:16])[CH2:6][CH:7]1[c:8]1[cH:9][cH:10][c:11]([O:14][CH3:15])[cH:12][cH:13]1.[NH3:18]>>[CH3:1][CH:2]1[NH:3][CH2:4][CH:5]([CH3:16])[CH2:6][CH:7]1[c:8]1[cH:9][cH:10][c:11]([OH:14])[cH:12][cH:13]1. The reactants are COC(CCC1=NOC(C1)C(=O)OC)=O (4,5-dihydro-5-methoxycarbonyl-3-isoxazolepropanoic acid methyl ester). The reagents and catalysts are O=[Pt]=O (PtO2). Run in CO (methanol). Yields the product COC(C(CC1NC(CC1)=O)O)=O (5-oxo-alpha-hydroxy-2-pyrrolidinepropanoic acid methyl ester). Reaction SMILES: C[O:2][C:3](=O)[CH2:4][CH2:5][C:6]1[CH2:10][CH:9]([C:11]([O:13][CH3:14])=[O:12])[O:8][N:7]=1>CO.O=[Pt]=O>[CH3:14][O:13][C:11](=[O:12])[CH:9]([OH:8])[CH2:10][CH:6]1[CH2:5][CH2:4][C:3](=[O:2])[NH:7]1. Reported procedure: A suspension of 40 g of 4,5-dihydro-5-methoxycarbonyl-3-isoxazolepropanoic acid methyl ester and 2.0 g of PtO2 in 400 ml of methanol is placed under a hydrogen atmosphere with agitation. After H2 absorption is complete, the solution is filtered and the solvent removed under reduced pressure to give an oil. The oil is triturated with anhydrous diethyl ether to yield 5-oxo-alpha-hydroxy-2-pyrrolidinepropanoic acid methyl ester as a white solid with mp 87°-90° C. NMR (CDCl3) and 6.94 (s, 1H), 4.38 ... Starting materials: ClC=1C=C(C(=NC1)N1CCOCC1)[N+](=O)[O-] (4-(5-chloro-3-nitropyridin-2-yl)morpholine), C1(=CC=CC=C1)C (toluene), CC(C)C1=CC(=C(C(=C1)C(C)C)C2=C(C=CC=C2)P(C3CCCCC3)C4CCCCC4)C(C)C (X-Phos), CC(C)([O-])C.[K+] (potassium tert butoxide), N1CCSCC1 (thiomorpholine). Run in CCOC(=O)C (EtOAc), O (water). Yields the product [N+](=O)([O-])C=1C(=NC=C(C1)N1CCSCC1)N1CCOCC1 (4-(3-nitro-5-thiomorpholinopyridin-2-yl)morpholine). Procedure: A stirred solution of 4-(5-chloro-3-nitropyridin-2-yl)morpholine (400 mg, 1.64 mmol) in toluene (15.7 mL, 147.7 mmol) was treated with Pd2dba3 (75 mg, 0.082 mmol), X-Phos (78 mg, 0.16 mmol), potassium tert butoxide (368 mg, 3.28 mmol) and thiomorpholine (203 mg, 1.97 mmol). The reaction was heated at 115° C. overnight. After this time the reaction was cooled to rt and diluted with EtOAc (100 mL) and water (50 mL). The separated organic layer was washed with NaHCO3 (satd aq. solution, 40 mL), bri... The reagents and catalysts are C=1C=CC(=CC1)/C=C/C(=O)/C=C/C2=CC=CC=C2.C=1C=CC(=CC1)/C=C/C(=O)/C=C/C2=CC=CC=C2.C=1C=CC(=CC1)/C=C/C(=O)/C=C/C2=CC=CC=C2.[Pd].[Pd] (Pd2dba3). RXN SMILES: Cl[C:2]1[CH:3]=[C:4]([N+:14]([O-:16])=[O:15])[C:5]([N:8]2[CH2:13][CH2:12][O:11][CH2:10][CH2:9]2)=[N:6][CH:7]=1.C1(C)C=CC=CC=1.CC(C1C=C(C(C)C)C(C2C=CC=CC=2P(C2CCCCC2)C2CCCCC2)=C(C(C)C)C=1)C.CC(C)([O-])C.[K+].[NH:64]1[CH2:69][CH2:68][S:67][CH2:66][CH2:65]1>CCOC(C)=O.O.C1C=CC(/C=C/C(/C=C/C2C=CC=CC=2)=O)=CC=1.C1C=CC(/C=C/C(/C=C/C2C=CC=CC=2)=O)=CC=1.C1C=CC(/C=C/C(/C=C/C2C=CC=CC=2)=O)=CC=1.[Pd].[Pd]>[N+:14]([C:4]1[C:5]([N:8]2[CH2:13][CH2:12][O:11][CH2:10][CH2:9]2)=[N:6][CH:7]=[C:2]([N:64]2[CH2:69][CH2:68][S:67][CH2:66][CH2:65]2)[CH:3]=1)([O-:16])=[O:15] |f:3.4,8.9.10.11.12|. Conditions: temperature 115 celsius.